Dataset: the Open Reaction Database (ORD), a public repository of structured organic reaction records. Task: describe an organic reaction: reactants, conditions, products, and yield The reactants are N[C@H]1[C@@H](CN(CC1)CCN1C(C=CC2=C(C=C(C=C12)F)F)=O)C(=O)OC (Methyl (3R,4R)-4-amino-1-[2-(5,7-difluoro-2-oxoquinolin-1(2H)-yl)ethyl]piperidine-3-carboxylate), N[C@H]1[C@@H](CN(CC1)CCN1C(C=CC2=C(C=C(C=C12)F)F)=O)C(=O)OC (Methyl (3R,4R)-4-amino-1-[2-(5,7-difluoro-2-oxoquinolin-1(2H)-yl)ethyl]piperidine-3-carboxylate), FC1=C(C=C(C=C1)F)/C=C/C=O ((2E)-3-(2,5-difluorophenyl)acrylaldehyde), C(C)(=O)O[BH-](OC(C)=O)OC(C)=O.[Na+] (sodium triacetoxy borohydride). The solvent is ClCCl.CN(C=O)C (dichloromethane N,N-dimethylformamide). Yields the product FC1=C2C=CC(N(C2=CC(=C1)F)CCN1C[C@H]([C@@H](CC1)NC\C=C\C1=C(C=CC(=C1)F)F)C(=O)OC)=O (Methyl (3R,4R)-1-[2-(5,7-difluoro-2-oxoquinolin-1(2H)-yl)ethyl]-4-{[(2E)-3-(2,5-difluorophenyl)prop-2-en-1-yl]amino}piperidine-3-carboxylate). Yield: 43.4%. Reaction SMILES: [NH2:1][C@@H:2]1[CH2:7][CH2:6][N:5]([CH2:8][CH2:9][N:10]2[C:19]3[C:14](=[C:15]([F:21])[CH:16]=[C:17]([F:20])[CH:18]=3)[CH:13]=[CH:12][C:11]2=[O:22])[CH2:4][C@H:3]1[C:23]([O:25][CH3:26])=[O:24].[F:27][C:28]1[CH:33]=[CH:32][C:31]([F:34])=[CH:30][C:29]=1/[CH:35]=[CH:36]/[CH:37]=O.C(O[BH-](OC(=O)C)OC(=O)C)(=O)C.[Na+]>ClCCl.CN(C)C=O>[F:21][C:15]1[CH:16]=[C:17]([F:20])[CH:18]=[C:19]2[C:14]=1[CH:13]=[CH:12][C:11](=[O:22])[N:10]2[CH2:9][CH2:8][N:5]1[CH2:6][CH2:7][C@@H:2]([NH:1][CH2:37]/[CH:36]=[CH:35]/[C:29]2[CH:30]=[C:31]([F:34])[CH:32]=[CH:33][C:28]=2[F:27])[C@H:3]([C:23]([O:25][CH3:26])=[O:24])[CH2:4]1 |f:2.3,4.5|. Procedure details: Methyl (3R,4R)-4-amino-1-[2-(5,7-difluoro-2-oxoquinolin-1(2H)-yl)ethyl]piperidine-3-carboxylate (Intermediate 38) (195 mg, 0.53 mmol), (2E)-3-(2,5-difluorophenyl)acrylaldehyde (FR 2872164) (90 mg, 0.53 mmol) and sodium triacetoxy borohydride (339 mg, 1.6 mmol) were reacted as described for Example 6. Chromatography on silica gel with dichloromethane/N,N-dimethylformamide (25:1 to 15:1) gave 119 mg (43%) of product as a colorless oil. Reactants: C[N+]1(CCOCC1)[O-] (4-Methylmorpholine N-oxide), C(C1=CC=CC=C1)N1N=C(N=C1[C@@H](C(C)(C)C)N)C1=C(C=CC(=C1)F)F ((R)-1-(1-benzyl-3-(2,5-difluorophenyl)-1H-1,2,4-triazol-5-yl)-2,2-dimethylpropan-1-amine), F[C@H]1CN(C[C@H]1C=O)C(=O)OCC1=CC=CC=C1 ((3R,4S)-benzyl 3-fluoro-4-formylpyrrolidine-1-carboxylate), [BH-](OC(=O)C)(OC(=O)C)OC(=O)C.[Na+] (NaBH(OAc)3). Reagents/catalysts: O=[Os](=O)(=O)=O (OsO4). The solvent is C(Cl)Cl (CH2Cl2), C(Cl)Cl (CH2Cl2). Run at time 16 hour. Yields the product C(C1=CC=CC=C1)N1N=C(N=C1[C@@H](C(C)(C)C)NC[C@@H]1CN(C[C@@H]1F)C(=O)OCC1=CC=CC=C1)C1=C(C=CC(=C1)F)F ((3R,4R)-benzyl 3-(((R)-1-(1-benzyl-3-(2,5-difluorophenyl)-1H-1,2,4-triazol-5-yl)-2,2-dimethylpropylamino)methyl)-4-fluoropyrrolidine-1-carboxylate). RXN SMILES: [CH2:1]([N:8]1[C:12]([C@H:13]([NH2:18])[C:14]([CH3:17])([CH3:16])[CH3:15])=[N:11][C:10]([C:19]2[CH:24]=[C:23]([F:25])[CH:22]=[CH:21][C:20]=2[F:26])=[N:9]1)[C:2]1[CH:7]=[CH:6][CH:5]=[CH:4][CH:3]=1.[F:27][C@@H:28]1[C@H:32]([CH:33]=O)[CH2:31][N:30]([C:35]([O:37][CH2:38][C:39]2[CH:44]=[CH:43][CH:42]=[CH:41][CH:40]=2)=[O:36])[CH2:29]1.[BH-](OC(C)=O)(OC(C)=O)OC(C)=O.[Na+].C[N+]1([O-])CCOCC1>C(Cl)Cl.O=[Os](=O)(=O)=O>[CH2:1]([N:8]1[C:12]([C@H:13]([NH:18][CH2:33][C@H:32]2[C@@H:28]([F:27])[CH2:29][N:30]([C:35]([O:37][CH2:38][C:39]3[CH:44]=[CH:43][CH:42]=[CH:41][CH:40]=3)=[O:36])[CH2:31]2)[C:14]([CH3:17])([CH3:16])[CH3:15])=[N:11][C:10]([C:19]2[CH:24]=[C:23]([F:25])[CH:22]=[CH:21][C:20]=2[F:26])=[N:9]1)[C:2]1[CH:7]=[CH:6][CH:5]=[CH:4][CH:3]=1 |f:2.3|. Procedure: To a solution of (R)-1-(1-benzyl-3-(2,5-difluorophenyl)-1H-1,2,4-triazol-5-yl)-2,2-dimethylpropan-1-amine (2.55 g, 7.15 mmol) in CH2Cl2 (59 mL) was added the crude (3R,4S)-benzyl 3-fluoro-4-formylpyrrolidine-1-carboxylate (obtained from 1.4 equiv. of (3R,4R)-benzyl 3-fluoro-4-vinylpyrrolidine-1-carboxylate) in CH2Cl2 (10 mL) and NaBH(OAc)3 (2.3 g, 10.7 mmol). The reaction mixture was then stirred for 16 h at room temperature. After quenched with saturated NaHCO3 aqueous solution, the reaction mi...